Dataset: the Open Reaction Database (ORD), a public repository of structured organic reaction records. Task: describe an organic reaction: reactants, conditions, products, and yield The reactants are resultant solution, raw materials, OC1=C2C=CC=NC2=CC=C1 (5-hydroxyquinoline), N1C=NC=C1 (Imidazole), [Si](C)(C)(C(C)(C)C)Cl (t-butyldimethylsilyl chloride), O (water). The solvent is CN(C)C=O (DMF). The product is O([Si](C)(C)C(C)(C)C)C1=C2C=CC=NC2=CC=C1 (5-(t-butyldimethylsiloxy)quinoline). Yield: 109.1%. As a reaction SMILES: [OH:1][C:2]1[CH:11]=[CH:10][CH:9]=[C:8]2[C:3]=1[CH:4]=[CH:5][CH:6]=[N:7]2.N1C=CN=C1.[Si:17](Cl)([C:20]([CH3:23])([CH3:22])[CH3:21])([CH3:19])[CH3:18].O>CN(C=O)C>[O:1]([C:2]1[CH:11]=[CH:10][CH:9]=[C:8]2[C:3]=1[CH:4]=[CH:5][CH:6]=[N:7]2)[Si:17]([C:20]([CH3:23])([CH3:22])[CH3:21])([CH3:19])[CH3:18]. Reported procedure: 5-hydroxyquinoline (101 mg) was dissolved in DMF (5 ml) under an argon atmosphere, and the resultant solution was stirred at room temperature. Imidazole (113 mg) and t-butyldimethylsilyl chloride (162 mg) were added to the solution, and the mixture was stirred at room temperature. After disappearance of the raw materials was confirmed, water (5 ml) was added to the reaction solution, and the mixture was then extracted with ethyl acetate. The resultant organic layer was washed with saturated brin... The reactants are NCC1=NC(=C2N=CN(C2=N1)[C@@H]1O[C@@H]([C@H]([C@H]1O)O)COC)NCC(C1=CC=CC=C1)C1=CC=CC=C1 ((2R,3R,4S,5R)-2-{2-(Aminomethyl)-6-[(2,2-diphenylethyl)amino]-9H-purin-9-yl}-5-(methoxymethyl)tetrahydro-3,4-furandiol), C(C)(=O)O[BH-](OC(C)=O)OC(C)=O.[Na+] (sodium triacetoxyborohydride), C(C)(C)N1CCC(CC1)=O (1-isopropyl-4-piperidinone), C(C)(=O)O (acetic acid). The solvent is O1CCCC1 (tetrahydrofuran), O1CCCC1 (tetrahydrofuran). Run at time 18 hour. The product is C1(=CC=CC=C1)C(CNC1=C2N=CN(C2=NC(=N1)CNC1CCN(CC1)C(C)C)[C@@H]1O[C@@H]([C@H]([C@H]1O)O)COC)C1=CC=CC=C1 ((2R,3R,4S,5R)-2-(6-[(2,2-Diphenylethyl)amino]-2-{[(1-isopropyl-4-piperidinyl)amino]methyl}-9H-purin-9-yl)-5-(methoxymethyl)tetrahydro-3,4-furandiol). Yield: 36.1%. RXN SMILES: [NH2:1][CH2:2][C:3]1[N:11]=[C:10]2[C:6]([N:7]=[CH:8][N:9]2[C@H:12]2[C@H:16]([OH:17])[C@H:15]([OH:18])[C@@H:14]([CH2:19][O:20][CH3:21])[O:13]2)=[C:5]([NH:22][CH2:23][CH:24]([C:31]2[CH:36]=[CH:35][CH:34]=[CH:33][CH:32]=2)[C:25]2[CH:30]=[CH:29][CH:28]=[CH:27][CH:26]=2)[N:4]=1.[CH:37]([N:40]1[CH2:45][CH2:44][C:43](=O)[CH2:42][CH2:41]1)([CH3:39])[CH3:38].C(O)(=O)C.C(O[BH-](OC(=O)C)OC(=O)C)(=O)C.[Na+]>O1CCCC1>[C:25]1([CH:24]([C:31]2[CH:36]=[CH:35][CH:34]=[CH:33][CH:32]=2)[CH2:23][NH:22][C:5]2[N:4]=[C:3]([CH2:2][NH:1][CH:43]3[CH2:44][CH2:45][N:40]([CH:37]([CH3:39])[CH3:38])[CH2:41][CH2:42]3)[N:11]=[C:10]3[C:6]=2[N:7]=[CH:8][N:9]3[C@H:12]2[C@H:16]([OH:17])[C@H:15]([OH:18])[C@@H:14]([CH2:19][O:20][CH3:21])[O:13]2)[CH:26]=[CH:27][CH:28]=[CH:29][CH:30]=1 |f:3.4|. Procedure details: (2R,3R,4S,5R)-2-{2-(Aminomethyl)-6-[(2,2-diphenylethyl)amino]-9H-purin-9-yl}-5-(methoxymethyl)tetrahydro-3,4-furandiol (example 1) (310 mg, 0.63 mmol) was dissolved (using gentle heating) in dry tetrahydrofuran (20 ml). The resulting solution was cooled to room temperature and, with stirring, treated with a solution of 1-isopropyl-4-piperidinone (90 mg, 0.63 mmol) and acetic acid (45 mg) in dry tetrahydrofuran (5 ml). The mixture was stirred for 1 hr, sodium triacetoxyborohydride (200 mg, 0.94 m... Starting materials: C1CCOC1, Cc1cc(NC(=O)NCCCl)c2ccccc2n1, COc1cc2c(c(OC)c1)C(Cc1ccc(F)cc1)NCC2. Product: COc1cc2c(c(OC)c1)C(Cc1ccc(F)cc1)N(CCNC(=O)Nc1cc(C)nc3ccccc13)CC2. RXN SMILES: [CH2:41]1[O:42][CH2:43][CH2:44][CH2:45]1.[Cl:23][CH2:24][CH2:25][NH:26][C:27](=[O:28])[NH:29][c:30]1[cH:31][c:32]([CH3:40])[n:33][c:34]2[cH:35][cH:36][cH:37][cH:38][c:39]12.[F:1][c:2]1[cH:3][cH:4][c:5]([CH2:6][CH:7]2[NH:8][CH2:9][CH2:10][c:11]3[cH:12][c:13]([O:19][CH3:20])[cH:14][c:15]([O:17][CH3:18])[c:16]32)[cH:21][cH:22]1>>[F:1][c:2]1[cH:3][cH:4][c:5]([CH2:6][CH:7]2[N:8]([CH2:24][CH2:25][NH:26][C:27](=[O:28])[NH:29][c:30]3[cH:31][c:32]([CH3:40])[n:33][c:34]4[cH:35][cH:36][cH:37][cH:38][c:39]34)[CH2:9][CH2:10][c:11]3[cH:12][c:13]([O:19][CH3:20])[cH:14][c:15]([O:17][CH3:18])[c:16]32)[cH:21][cH:22]1. The reactants are OCC1(CC1)C1=CC=C(C=C1)C=1C=C2C(=CNC2=CC1C)C=O (5-{4-[1-(hydroxymethyl)cyclopropyl]phenyl}-6-methyl-1H-indole-3-carbaldehyde), Cl(=O)[O-].[Na+] (sodium chlorite), P(=O)(O)(O)[O-].[Na+] (sodium dihydrogen phosphate), petroleum ether EtOAc, S(=O)([O-])[O-].[Na+].[Na+] (sodium sulfite). The solvent is C(C)#N (acetonitrile), C(C)(C)(C)O (t-butanol), CC(C)=CC (2-methyl-2-butene), O (water), O (water). Run at time 18 hour. The product is OCC1(CC1)C1=CC=C(C=C1)C=1C=C2C(=CNC2=CC1C)C(=O)O (5-{4-[1-(hydroxymethyl)cyclopropyl]phenyl}-6-methyl-1H-indole-3-carboxylic acid). Isolated yield 17.6%. RXN SMILES: [OH:1][CH2:2][C:3]1([C:6]2[CH:11]=[CH:10][C:9]([C:12]3[CH:13]=[C:14]4[C:18](=[CH:19][C:20]=3[CH3:21])[NH:17][CH:16]=[C:15]4[CH:22]=[O:23])=[CH:8][CH:7]=2)[CH2:5][CH2:4]1.Cl([O-])=[O:25].[Na+].P([O-])(O)(O)=O.[Na+].S([O-])([O-])=O.[Na+].[Na+]>C(#N)C.C(O)(C)(C)C.CC(=CC)C.O>[OH:1][CH2:2][C:3]1([C:6]2[CH:7]=[CH:8][C:9]([C:12]3[CH:13]=[C:14]4[C:18](=[CH:19][C:20]=3[CH3:21])[NH:17][CH:16]=[C:15]4[C:22]([OH:25])=[O:23])=[CH:10][CH:11]=2)[CH2:4][CH2:5]1 |f:1.2,3.4,5.6.7|. Procedure details: To a solution of 5-{4-[1-(hydroxymethyl)cyclopropyl]phenyl}-6-methyl-1H-indole-3-carbaldehyde (50 mg, 0.164 mmol) in acetonitrile (3.3 mL), t-butanol (3.3 mL) and 2-methyl-2-butene (2.2 mL) was added a solution of sodium chlorite (221 mg, 3.28 mmol) and sodium dihydrogen phosphate (452 mg, 3.28 mol) in water (3.3 mL) at 0° C. The reaction mixture was stirred at room temperature for 18 h. TLC (petroleum ether/EtOAc=1:1) showed most of the starting material was consumed. The reaction was quenched ...